Task: describe an organic reaction: reactants, conditions, products, and yield. Dataset: the Open Reaction Database (ORD), a public repository of structured organic reaction records Reactants: ClC1=C(C(=NC=N1)NCCN1CCC(CC1)NC1=NC2=C(N1CC1=CC=C(C=C1)F)C=CC=C2)N (6-chloro-N4 -[2-[4-[[1-[(4-fluorophenyl)methyl]-1H-benzimidazol-2-yl]amino]-1-piperidinyl]ethyl]-4,5-pyrimidinediamine), S1C=CC=C1 (thiophene), C(C)(=O)[O-].[K+] (potassium acetate), [H][H] (hydrogen). The reagents and catalysts are [Pd] (palladium-on-charcoal). The solvent is C(C)O (ethanol), CO (methanol). Yields the product FC1=CC=C(C=C1)CN1C(=NC2=C1C=CC=C2)NC2CCN(CC2)CCNC2=NC=NC=C2N (N4 -[2-[4-[[1-[(4-fluorophenyl)methyl]-1H-benzimidazol-2yl]amino]-1-piperidinyl]ethyl]-4,5-pyrimidinediamine). Yield: 72.4%. RXN SMILES: Cl[C:2]1[N:7]=[CH:6][N:5]=[C:4]([NH:8][CH2:9][CH2:10][N:11]2[CH2:16][CH2:15][CH:14]([NH:17][C:18]3[N:22]([CH2:23][C:24]4[CH:29]=[CH:28][C:27]([F:30])=[CH:26][CH:25]=4)[C:21]4[CH:31]=[CH:32][CH:33]=[CH:34][C:20]=4[N:19]=3)[CH2:13][CH2:12]2)[C:3]=1[NH2:35].S1C=CC=C1.C([O-])(=O)C.[K+].[H][H]>C(O)C.[Pd].CO>[F:30][C:27]1[CH:26]=[CH:25][C:24]([CH2:23][N:22]2[C:21]3[CH:31]=[CH:32][CH:33]=[CH:34][C:20]=3[N:19]=[C:18]2[NH:17][CH:14]2[CH2:15][CH2:16][N:11]([CH2:10][CH2:9][NH:8][C:4]3[C:3]([NH2:35])=[CH:2][N:7]=[CH:6][N:5]=3)[CH2:12][CH2:13]2)=[CH:29][CH:28]=1 |f:2.3|. Procedure details: A mixture of 1.5 parts of 6-chloro-N4 -[2-[4-[[1-[(4-fluorophenyl)methyl]-1H-benzimidazol-2-yl]amino]-1-piperidinyl]ethyl]-4,5-pyrimidinediamine, 3 parts of a solution of thiophene in ethanol 4%, 1 part of potassium acetate and 120 parts of methanol was hydrogenated at normal pressure and at room temperature with 1 part of palladium-on-charcoal catalyst 10%. After the calculated amount of hydrogen was taken up, the catalyst was filtered off and the filtrate was evaporated. The solid residue was ... Reported procedure: Prepare by the method of Preparation 16 using 1-benzyl-(4-(pyridin-3-yl)-piperidine-4-carboxylic acid and 4-methylpiperazine to give, after chromatography on silica gel eluting sequentially with 3% methanol/dichloromethane containing 0.5% concentrated aqueous ammonia, 6% methanol/dichloromethane containing 0.5% concentrated aqueous ammonia, 9% methanol/dichloromethane containing 0.5% concentrated aqueous ammonia, and then 12% methanol/dichloromethane containing 0.5% concentrated aqueous ammonia,... Reactants: CO.ClCCl (methanol dichloromethane), N1=CC(=CC=C1)C1(CCNCC1)C(=O)O (4-(pyridin-3-yl)-piperidine-4-carboxylic acid), CN1CCNCC1 (4-methylpiperazine), CO.ClCCl (methanol dichloromethane), CO.ClCCl (methanol dichloromethane), CO.ClCCl (methanol dichloromethane). As a reaction SMILES: [N:1]1[CH:6]=[CH:5][CH:4]=[C:3]([C:7]2([C:13]([OH:15])=[O:14])[CH2:12][CH2:11][NH:10][CH2:9][CH2:8]2)[CH:2]=1.[CH3:16][N:17]1[CH2:22][CH2:21][NH:20][CH2:19][CH2:18]1.[CH3:23][OH:24].ClCCl>>[CH3:16][N:17]1[CH2:22][CH2:21][N:20]([C:23]([NH2:1])=[O:24])[CH2:19][CH2:18]1.[N:1]1[CH:6]=[CH:5][CH:4]=[C:3]([C:7]2([C:13]([OH:15])=[O:14])[CH2:8][CH2:9][NH:10][CH2:11][CH2:12]2)[CH:2]=1 |f:2.3,4.5|. Yields the product CN1CCN(CC1)C(=O)N.N1=CC(=CC=C1)C1(CCNCC1)C(=O)O (4-(pyridin-3-yl)-piperidine-4-carboxylic acid 4-methylpiperazine-amide). The reactants are C(C1=CC=CC=C1)(C1=CC=CC=C1)=N (Benzophenone imine), NC=1SC=C(N1)C (2-amino-4-methyl-1,3-thiazole). Run in C1(=CC=CC=C1)C (toluene). Product: C(C1=CC=CC=C1)(C1=CC=CC=C1)=NC=1SC=C(N1)C (Benzhydrylidene-(4-methyl-thiazol-2-yl)-amine). As a reaction SMILES: [C:1](=[NH:14])([C:8]1[CH:13]=[CH:12][CH:11]=[CH:10][CH:9]=1)[C:2]1[CH:7]=[CH:6][CH:5]=[CH:4][CH:3]=1.N[C:16]1[S:17][CH:18]=[C:19]([CH3:21])[N:20]=1>C1(C)C=CC=CC=1>[C:1](=[N:14][C:16]1[S:17][CH:18]=[C:19]([CH3:21])[N:20]=1)([C:8]1[CH:9]=[CH:10][CH:11]=[CH:12][CH:13]=1)[C:2]1[CH:7]=[CH:6][CH:5]=[CH:4][CH:3]=1. Procedure details: Benzophenone imine (39.8 g, 0.22 mol) is added to a solution of 2-amino-4-methyl-1,3-thiazole (30 g, 260 ml) in toluene (450 ml) and heated at reflux under an inert atmosphere for 18 h. The mixture is cooled to room temperature and washed with citrate buffer (2×250 ml), water (2×250 ml), brine (2×250 ml), dried (MgSO4 and decolourising charcoal), filtered and evaporated to an orange solid. Starting materials: [F-].C(CCC)[N+](CCCC)(CCCC)CCCC (Tetrabutylamonium fluoride), FC=1C=C2C(=NC1)N(C=C2)[Si](C(C)C)(C(C)C)C(C)C (5-fluoro-1-(triisopropylsilyl)-1H-pyrrolo[2,3-b]pyridine). Solvent: C1CCOC1 (THF), C1CCOC1 (THF). Run at time 15 minute. The product is FC=1C=C2C(=NC1)NC=C2 (5-fluoro-1H-pyrrolo[2,3-b]pyridine). Reaction SMILES: [F-].C([N+](CCCC)(CCCC)CCCC)CCC.[F:19][C:20]1[CH:21]=[C:22]2[CH:28]=[CH:27][N:26]([Si](C(C)C)(C(C)C)C(C)C)[C:23]2=[N:24][CH:25]=1>C1COCC1>[F:19][C:20]1[CH:21]=[C:22]2[CH:28]=[CH:27][NH:26][C:23]2=[N:24][CH:25]=1 |f:0.1|. Procedure: Tetrabutylamonium fluoride, 1M in THF (2 mL), was added to a stirred solution of 5-fluoro-1-(triisopropylsilyl)-1H-pyrrolo[2,3-b]pyridine (1 g, 3.94 mmol) in THF (10 mL) at room temperature and stirred for 15 min. The solvent was evaporated and the crude product was purified by Biotage HPFC system (40-75% EtOAc/Hexane) to afford 5-fluoro-1H-pyrrolo[2,3-b]pyridine as a white solid (0.45 g, 84); Mass Spec.; MS 137 (M+1); 1H NMR(DMSO-d6, 500 MHz) δ 11.75(s, 1H), 8.17(t,1H), 7.81(dd,1H), 7.55(t,1H),... The reactants are C1CCOC1, CCOC(C)=O, COc1cc(B(O)O)cc(OC)c1OC, Cc1ccccc1, CCOC(=O)c1ccnc(Cl)c1, [Na+], [Na+], O=C([O-])[O-], [Pd], c1ccc(P(c2ccccc2)c2ccccc2)cc1, c1ccc(P(c2ccccc2)c2ccccc2)cc1, c1ccc(P(c2ccccc2)c2ccccc2)cc1, c1ccc(P(c2ccccc2)c2ccccc2)cc1. Yields the product CCOC(=O)c1ccnc(-c2cc(OC)c(OC)c(OC)c2)c1. RXN SMILES: [CH2:124]1[O:125][CH2:126][CH2:127][CH2:128]1.[CH3:118][CH2:119][O:120][C:121](=[O:122])[CH3:123].[CH3:1][O:2][c:3]1[cH:4][c:5]([B:13]([OH:14])[OH:15])[cH:6][c:7]([O:11][CH3:12])[c:8]1[O:9][CH3:10].[CH3:28][c:29]1[cH:30][cH:31][cH:32][cH:33][cH:34]1.[Cl:16][c:17]1[cH:18][c:19]([C:20](=[O:21])[O:22][CH2:23][CH3:24])[cH:25][cH:26][n:27]1.[Na+:35].[Na+:36].[O-:37][C:38](=[O:39])[O-:40].[Pd:41].[c:42]1([P:43]([c:44]2[cH:45][cH:46][cH:47][cH:48][cH:49]2)[c:50]2[cH:51][cH:52][cH:53][cH:54][cH:55]2)[cH:56][cH:57][cH:58][cH:59][cH:60]1.[c:61]1([P:62]([c:63]2[cH:64][cH:65][cH:66][cH:67][cH:68]2)[c:69]2[cH:70][cH:71][cH:72][cH:73][cH:74]2)[cH:75][cH:76][cH:77][cH:78][cH:79]1.[c:80]1([P:81]([c:82]2[cH:83][cH:84][cH:85][cH:86][cH:87]2)[c:88]2[cH:89][cH:90][cH:91][cH:92][cH:93]2)[cH:94][cH:95][cH:96][cH:97][cH:98]1.[c:99]1([P:100]([c:101]2[cH:102][cH:103][cH:104][cH:105][cH:106]2)[c:107]2[cH:108][cH:109][cH:110][cH:111][cH:112]2)[cH:113][cH:114][cH:115][cH:116][cH:117]1>>[CH3:1][O:2][c:3]1[cH:4][c:5](-[c:17]2[cH:18][c:19]([C:20](=[O:21])[O:22][CH2:23][CH3:24])[cH:25][cH:26][n:27]2)[cH:6][c:7]([O:11][CH3:12])[c:8]1[O:9][CH3:10]. Starting materials: [BH4-], C1CCOC1, CCOC(C)=O, CCO, [Ca+2], [Cl-], [Cl-], Cl, [Na+], O, CCOC(=O)CC(O)(c1ccc2cc(C(=O)NC)ccc2c1)c1cn(C(c2ccccc2)(c2ccccc2)c2ccccc2)cn1. Yields the product CNC(=O)c1ccc2cc(C(O)(CCO)c3cn(C(c4ccccc4)(c4ccccc4)c4ccccc4)cn3)ccc2c1. RXN SMILES: [BH4-:47].[CH2:63]1[O:64][CH2:65][CH2:66][CH2:67]1.[CH3:53][CH2:54][O:55][C:56](=[O:57])[CH3:58].[CH3:60][CH2:61][OH:62].[Ca+2:51].[Cl-:49].[Cl-:50].[ClH:52].[Na+:48].[OH2:59].[OH:1][C:2]([CH2:3][C:4](=[O:5])[O:6][CH2:7][CH3:8])([c:9]1[n:10][cH:11][n:12]([C:14]([c:15]2[cH:16][cH:17][cH:18][cH:19][cH:20]2)([c:21]2[cH:22][cH:23][cH:24][cH:25][cH:26]2)[c:27]2[cH:28][cH:29][cH:30][cH:31][cH:32]2)[cH:13]1)[c:33]1[cH:34][c:35]2[cH:36][cH:37][c:38]([C:43](=[O:44])[NH:45][CH3:46])[cH:39][c:40]2[cH:41][cH:42]1>>[OH:1][C:2]([CH2:3][CH2:4][OH:5])([c:9]1[n:10][cH:11][n:12]([C:14]([c:15]2[cH:16][cH:17][cH:18][cH:19][cH:20]2)([c:21]2[cH:22][cH:23][cH:24][cH:25][cH:26]2)[c:27]2[cH:28][cH:29][cH:30][cH:31][cH:32]2)[cH:13]1)[c:33]1[cH:34][c:35]2[cH:36][cH:37][c:38]([C:43](=[O:44])[NH:45][CH3:46])[cH:39][c:40]2[cH:41][cH:42]1. The reactants are [Si](C)(C)(C(C)(C)C)OCC=1C=C(OCC=2C=C(C=CC2)/C(=C/C=C/C(CC)(O)CC)/C)C=CC1CO[Si](C)(C)C(C)(C)C ((4E,6E)-7-{3-[3,4-bis-(tert-butyldimethylsilanyloxymethyl)phenoxymethyl]-phenyl}-3-ethylocta-4,6-dien-3-ol), [F-].C(CCC)[N+](CCCC)(CCCC)CCCC (tetrabutylammonium fluoride). The product is OCC=1C=C(OCC=2C=C(C=CC2)/C(=C/C=C/C(CC)(O)CC)/C)C=CC1CO ((4E,6E)-7-[3-(3,4-bis-Hydroxymethylphenoxy-methyl)phenyl]-3-ethylocta-4,6-dien-3-ol). As a reaction SMILES: [Si]([O:8][CH2:9][C:10]1[CH:11]=[C:12]([CH:32]=[CH:33][C:34]=1[CH2:35][O:36][Si](C(C)(C)C)(C)C)[O:13][CH2:14][C:15]1[CH:16]=[C:17](/[C:21](/[CH3:31])=[CH:22]/[CH:23]=[CH:24]/[C:25]([CH2:29][CH3:30])([OH:28])[CH2:26][CH3:27])[CH:18]=[CH:19][CH:20]=1)(C(C)(C)C)(C)C.[F-].C([N+](CCCC)(CCCC)CCCC)CCC>>[OH:8][CH2:9][C:10]1[CH:11]=[C:12]([CH:32]=[CH:33][C:34]=1[CH2:35][OH:36])[O:13][CH2:14][C:15]1[CH:16]=[C:17](/[C:21](/[CH3:31])=[CH:22]/[CH:23]=[CH:24]/[C:25]([CH2:26][CH3:27])([OH:28])[CH2:29][CH3:30])[CH:18]=[CH:19][CH:20]=1 |f:1.2|. Reported procedure: In a manner similar to Example 57(c) by reacting 520 mg (0.83 mmol) of (4E,6E)-7-{3-[3,4-bis-(tert-butyldimethylsilanyloxymethyl)phenoxymethyl]-phenyl}-3-ethylocta-4,6-dien-3-ol with 2.5 ml of a tetrabutylammonium fluoride solution (1N in THF), a colourless oil is obtained (m=164 mg; Y=50%).